From a dataset of the Open Reaction Database (ORD), a public repository of structured organic reaction records. describe an organic reaction: reactants, conditions, products, and yield The reactants are N1=CC=CC=C1 (pyridine), ClCCCCCCO (6-chlorohexanol), C(C)(=O)OC(C)=O (Acetic anhydride). Run in O (water). Product: C(C)(=O)OC1CCCCC1 (6-acetoxycyclohexane). Reaction SMILES: N1C=CC=CC=1.Cl[CH2:8][CH2:9][CH2:10][CH2:11][CH2:12][CH2:13][OH:14].[C:15](OC(=O)C)(=[O:17])[CH3:16]>O>[C:15]([O:14][CH:13]1[CH2:12][CH2:11][CH2:10][CH2:9][CH2:8]1)(=[O:17])[CH3:16]. Reported procedure: Under a nitrogen atmosphere, pyridine (934 g) was added to 6-chlorohexanol (800 g). Acetic anhydride (1,200 mL) was added thereto, and after refluxing under heating for 3 hours, the reaction solution was poured into water and extracted with toluene. The organic layer was neutralized with a saturated sodium hydrogencarbonate aqueous solution, and after washing with water, dried over anhydrous magnesium sulfate. The solvent was distilled off under reduced pressure, and the concentrated product was... Starting materials: O=C(NC1=C(F)C(F)=C(C(F)=C1F)C(F)(F)F)C=2C=CC=CC2Cl. The reagents and catalysts are [K].O=S(=O)(O)OOS(=O)(=O)O, O=C(C=CC1=CC=C(C=C1)C(F)(F)F)C=CC2=CC=C(C=C2)C(F)(F)F, O1B(OC(C)(C)C1(C)C)B2OC(C)(C)C(O2)(C)C, [Na].O=S(=O)(O)C1=CC=C(C=C1)C, [Pd].O=C(O)C. Run in N#CC. Conditions: temperature 80 celsius, time 24 hour. Product: O=C(NC1=C(F)C(F)=C(C(F)=C1F)C(F)(F)F)C=2C(Cl)=CC=CC2B3OC(C)(C)C(O3)(C)C. The yield is 78.0%. The reactants are ClC(Cl)(Cl)OC(OC(Cl)(Cl)Cl)=O (bis(trichloromethyl)carbonate), N1=CC=CC=C1 (pyridine), O1CCCC1 (tetrahydrofuran), O1CCCC1 (tetrahydrofuran). Run at time 10 minute. The product is C(OCCOC)(OCCNC)=O (2-methoxyethyl 2-(methylamino)ethyl carbonate). As a reaction SMILES: Cl[C:2]([O:5][C:6](=[O:12])[O:7][C:8](Cl)(Cl)Cl)(Cl)Cl.[N:13]1[CH:18]=CC=C[CH:14]=1.[O:19]1[CH2:23]CC[CH2:20]1>>[C:6](=[O:12])([O:7][CH2:8][CH2:14][NH:13][CH3:18])[O:5][CH2:2][CH2:20][O:19][CH3:23]. Procedure details: To a solution of bis(trichloromethyl)carbonate (0.59 g) in tetrahydrofuran (20 mL) was added dropwise a solution of pyridine (0.49 mL) in tetrahydrofuran (1 mL) under ice-cooling. The reaction solution was stirred for 10 minutes under ice-cooling, and 2-methoxyethyl 2-(methylamino)ethyl carbonate hydrochlride (1.07 g) obtained in Reference Synthetic Example 18 was added. A solution of triethylamine (0.84 mL) in tetrahydrofuran (1 mL) was added dropwise, and stirred at room temperature for 1 hr. ... Reactants: CCC(C)n1cnc2c(-c3cnc(N)nc3)nc(N3CCOCC3)nc21, ClC(Cl)Cl, O=C1CCC(=O)N1Br. The product is CCC(C)n1c(Br)nc2c(-c3cnc(N)nc3)nc(N3CCOCC3)nc21. As a reaction SMILES: [CH:1]([CH3:2])([CH2:3][CH3:4])[n:5]1[c:6]2[n:7][c:8]([N:21]3[CH2:22][CH2:23][O:24][CH2:25][CH2:26]3)[n:9][c:10](-[c:14]3[cH:15][n:16][c:17]([NH2:20])[n:18][cH:19]3)[c:11]2[n:12][cH:13]1.[CH:35]([Cl:36])([Cl:37])[Cl:38].[O:27]=[C:28]1[N:29]([Br:34])[C:30](=[O:31])[CH2:32][CH2:33]1>>[CH:1]([CH3:2])([CH2:3][CH3:4])[n:5]1[c:6]2[n:7][c:8]([N:21]3[CH2:22][CH2:23][O:24][CH2:25][CH2:26]3)[n:9][c:10](-[c:14]3[cH:15][n:16][c:17]([NH2:20])[n:18][cH:19]3)[c:11]2[n:12][c:13]1[Br:34]. Starting materials: FC=1C=CC(=C(C1)C)[N+](=O)[O-] (5-Fluoro-2-nitrotoluene), C(C)(=O)O (Acetic acid), BrN1C(=O)N(C(=O)C1(C)C)Br (1,3-dibromo-5,5-dimethylhydantoin), N(=NC1(CCCCC1)C#N)C1(CCCCC1)C#N (1,1′-azobis(cyclohexanecarbonitrile)). Run in C1(=CC=CC=C1)Cl (C6H5Cl). The product is BrCC=1C=C(C=CC1[N+](=O)[O-])F (3-Bromomethyl-1-fluoro-4-nitro-benzene). Yield: 27.3%. RXN SMILES: [F:1][C:2]1[CH:3]=[CH:4][C:5]([N+:9]([O-:11])=[O:10])=[C:6]([CH3:8])[CH:7]=1.[Br:12]N1C(C)(C)C(=O)N(Br)C1=O.N(C1(C#N)CCCCC1)=NC1(C#N)CCCCC1.C(O)(=O)C>C1(Cl)C=CC=CC=1>[Br:12][CH2:8][C:6]1[CH:7]=[C:2]([F:1])[CH:3]=[CH:4][C:5]=1[N+:9]([O-:11])=[O:10]. Reported procedure: 5-Fluoro-2-nitrotoluene (9.3 g, 60 mmol), 1,3-dibromo-5,5-dimethylhydantoin (20 g, 70 mmol), and 1,1′-azobis(cyclohexanecarbonitrile) (VAZO 88, 600 mg, 2.5 mmol) were combined in C6H5Cl (600 ml) and stirred. Acetic acid (300 ul, 5.24 mmol) was added to the solution and the solution was stirred at 40° C. for 96 h. The crude reaction mixture was washed three times with hot NaHCO3 solution (200 ml, 80° C.), dried over magnesium sulfate, filtered and the solvent removed. The resulting crude red-oran...